Dataset: the Open Reaction Database (ORD), a public repository of structured organic reaction records. Task: describe an organic reaction: reactants, conditions, products, and yield Reactants: CC(Br)Br, Fc1ccc(Br)cc1, [Cl-], O=C1CCN(CCCc2noc3cc(F)ccc23)CC1, [Mg], [NH4+], C1CCOC1. The product is OC1(c2ccc(F)cc2)CCN(CCCc2noc3cc(F)ccc23)CC1. Reaction SMILES: [Br:2][CH:3]([Br:4])[CH3:5].[Br:6][c:7]1[cH:8][cH:9][c:10]([F:13])[cH:11][cH:12]1.[Cl-:34].[F:14][c:15]1[cH:16][c:17]2[c:18]([c:19]([CH2:22][CH2:23][CH2:24][N:25]3[CH2:26][CH2:27][C:28](=[O:31])[CH2:29][CH2:30]3)[n:20][o:21]2)[cH:32][cH:33]1.[Mg:1].[NH4+:35].[O:36]1[CH2:37][CH2:38][CH2:39][CH2:40]1>>[c:7]1([C:28]2([OH:31])[CH2:27][CH2:26][N:25]([CH2:24][CH2:23][CH2:22][c:19]3[c:18]4[c:17]([cH:16][c:15]([F:14])[cH:33][cH:32]4)[o:21][n:20]3)[CH2:30][CH2:29]2)[cH:8][cH:9][c:10]([F:13])[cH:11][cH:12]1. Reactants: O=C1CCC1, [BH3-]C#N, ClCCl, CC(=O)O, CO, O=C1CCC(c2ccc3c(c2)CCC2(CCNCC2)O3)=NN1, [Na+], CN(C)C=O. Product: O=C1CCC(c2ccc3c(c2)CCC2(CCN(C4CCC4)CC2)O3)=NN1. RXN SMILES: [C:23]1(=[O:27])[CH2:24][CH2:25][CH2:26]1.[C:28]([BH3-:29])#[N:30].[CH2:43]([Cl:44])[Cl:45].[CH3:32][C:33](=[O:34])[OH:35].[CH3:41][OH:42].[N:1]1=[C:6]([c:7]2[cH:8][cH:9][c:10]3[c:11]([cH:21]2)[CH2:12][CH2:13][C:14]2([O:15]3)[CH2:16][CH2:17][NH:18][CH2:19][CH2:20]2)[CH2:5][CH2:4][C:3](=[O:22])[NH:2]1.[Na+:31].[O:36]=[CH:37][N:38]([CH3:39])[CH3:40]>>[N:1]1=[C:6]([c:7]2[cH:8][cH:9][c:10]3[c:11]([cH:21]2)[CH2:12][CH2:13][C:14]2([O:15]3)[CH2:16][CH2:17][N:18]([CH:23]3[CH2:24][CH2:25][CH2:26]3)[CH2:19][CH2:20]2)[CH2:5][CH2:4][C:3](=[O:22])[NH:2]1. Reactants: CCO, COc1cc([N+](=O)[O-])c2nccc(C)c2c1OC, C1COCCO1. The product is COc1cc(N)c2nccc(C)c2c1OC. As a reaction SMILES: [CH2:25]([OH:26])[CH3:27].[CH3:1][O:2][c:3]1[c:4]2[c:5]([CH3:18])[cH:6][cH:7][n:8][c:9]2[c:10]([N+:15]([O-:16])=[O:17])[cH:11][c:12]1[O:13][CH3:14].[O:19]1[CH2:20][CH2:21][O:22][CH2:23][CH2:24]1>>[CH3:1][O:2][c:3]1[c:4]2[c:5]([CH3:18])[cH:6][cH:7][n:8][c:9]2[c:10]([NH2:15])[cH:11][c:12]1[O:13][CH3:14]. Starting materials: COC(=O)CCCBr, O=C([O-])[O-], CCOC(C)=O, Clc1ccc(Cc2ccc(OCC3CCCN3)cc2)cc1, Cl, [K+], [K+], CN(C)C=O, O. The product is COC(=O)CCCN1CCCC1COc1ccc(Cc2ccc(Cl)cc2)cc1. RXN SMILES: [Br:29][CH2:30][CH2:31][CH2:32][C:33](=[O:34])[O:35][CH3:36].[C:23](=[O:24])([O-:25])[O-:26].[CH3:43][CH2:44][O:45][C:46](=[O:47])[CH3:48].[Cl:2][c:3]1[cH:4][cH:5][c:6]([CH2:7][c:8]2[cH:9][cH:10][c:11]([O:12][CH2:13][CH:14]3[NH:15][CH2:16][CH2:17][CH2:18]3)[cH:19][cH:20]2)[cH:21][cH:22]1.[ClH:1].[K+:27].[K+:28].[O:37]=[CH:38][N:39]([CH3:40])[CH3:41].[OH2:42]>>[Cl:2][c:3]1[cH:4][cH:5][c:6]([CH2:7][c:8]2[cH:9][cH:10][c:11]([O:12][CH2:13][CH:14]3[N:15]([CH2:30][CH2:31][CH2:32][C:33](=[O:34])[O:35][CH3:36])[CH2:16][CH2:17][CH2:18]3)[cH:19][cH:20]2)[cH:21][cH:22]1. Starting materials: C(C)(=O)N (Acetamide), OP(=O)(O)[O-].[K+] (KH2PO4), MgSO4.7H2O, [Cl-].[Cs+] (CsCl), O=C[C@H](O)[C@@H](O)[C@H](O)[C@H](O)CO (Glucose), CaCl2.2H2O. Reaction SMILES: [C:1]([NH2:4])(=[O:3])[CH3:2].[Cl-].[Cs+].[O:7]=[CH:8][C@@H:9]([C@H:11]([C@@H:13]([C@@H:15]([CH2:17][OH:18])[OH:16])[OH:14])[OH:12])[OH:10].OP([O-])(O)=O.[K+]>>[OH:18][CH2:17][C@@H:15]([C@H:13]([C@@H:11]([C@@H:9]([CH2:8][OH:7])[OH:10])[OH:12])[OH:14])[OH:16].[C:1]([NH2:4])(=[O:3])[CH3:2] |f:1.2,4.5,6.7|. The product is OC[C@H](O)[C@@H](O)[C@H](O)[C@H](O)CO.C(C)(=O)N (Acetamide Sorbitol). Conditions: temperature 55 celsius, time 10 minute. Procedure: Acetamide (Aldrich 99% sublimed)—0.6 g/L; CsCl—1.68 g/L; Glucose—20 g/L; KH2PO4—20 g/L; MgSO4.7H2O—0.6 g/L; CaCl2.2H2O—0.6 g/L; 1000× salts (see below)—1 ml. pH adjusted to 5.5 and volume brought to 300 ml. Filter sterilized with 0.22 micron filter and warmed to 55° C. in an oven. To 700 ml water Noble Agar (low-melt for top agar) 20 g and Sorbitol 218 g was added and then autoclaved. This mixture was cooled to 55° C., and filter sterilized, acetamide mix was added. Plates or tubes were poured. ... Reactants: C, ClCCl, CO, CC(=O)O, [Na+], C1=C(c2ccc(Oc3ccccc3)cc2)CCNC1, [OH-], [Pd]. The product is c1ccc(Oc2ccc(C3CCNCC3)cc2)cc1. Reaction SMILES: [C:31].[CH2:28]([Cl:29])[Cl:30].[CH3:1][OH:2].[CH3:22][C:23](=[O:24])[OH:25].[Na+:27].[O:3]([c:4]1[cH:5][cH:6][cH:7][cH:8][cH:9]1)[c:10]1[cH:11][cH:12][c:13]([C:16]2=[CH:21][CH2:20][NH:19][CH2:18][CH2:17]2)[cH:14][cH:15]1.[OH-:26].[Pd:32]>>[O:3]([c:4]1[cH:5][cH:6][cH:7][cH:8][cH:9]1)[c:10]1[cH:11][cH:12][c:13]([CH:16]2[CH2:17][CH2:18][NH:19][CH2:20][CH2:21]2)[cH:14][cH:15]1. The reactants are CC1(O)CCNCC1, CO, Fc1ccc(C2CCc3c(Cl)nc(Cl)nc32)cc1. Yields the product CC1(O)CCN(c2nc(Cl)nc3c2CCC3c2ccc(F)cc2)CC1. As a reaction SMILES: [CH3:19][C:20]1([OH:26])[CH2:21][CH2:22][NH:23][CH2:24][CH2:25]1.[CH3:27][OH:28].[Cl:1][c:2]1[n:3][c:4]([Cl:18])[c:5]2[c:6]([n:7]1)[CH:8]([c:11]1[cH:12][cH:13][c:14]([F:17])[cH:15][cH:16]1)[CH2:9][CH2:10]2>>[Cl:1][c:2]1[n:3][c:4]([N:23]2[CH2:22][CH2:21][C:20]([CH3:19])([OH:26])[CH2:25][CH2:24]2)[c:5]2[c:6]([n:7]1)[CH:8]([c:11]1[cH:12][cH:13][c:14]([F:17])[cH:15][cH:16]1)[CH2:9][CH2:10]2. Starting materials: mono-ether, di-ether, CC(C)(C)[O-].[K+] (KOtBu), IC (iodomethane), CC(C)(C)[O-].[K+] (KOtBu), IC (iodomethane), C(C1=CC=CC=C1)[C@H](C(=O)N[C@@H]1C(N2[C@@H](SCC1)CCC[C@H]2CO)=O)CC[C@@H](C(=O)N[C@@H]2C(N1[C@@H](SCC2)CCC[C@H]1CO)=O)CC1=CC=CC=C1 ((2R,5R)-2,5-dibenzyl-N1,N6-bis((4S,7S,10aS)-7-(hydroxymethyl)-5-oxooctahydro-2H-pyrido[2,1-b][1,3]thiazepin-4-yl)hexanediamide), C1CCOC1 (THF). Reaction conditions: time 15 minute. Yields the product C(C1=CC=CC=C1)[C@H](C(=O)N[C@@H]1C(N2[C@@H](SCC1)CCC[C@H]2COC)=O)CC[C@@H](C(=O)N[C@@H]2C(N1[C@@H](SCC2)CCC[C@H]1COC)=O)CC1=CC=CC=C1 ((2R,5R)-2,5-dibenzyl-N1,N6-bis((4S,7S,10aS)-7-(methoxymethyl)-5-oxooctahydro-2H-pyrido[2,1-b][1,3]thiazepin-4-yl)hexanediamide). The yield is 12.0%. As a reaction SMILES: [CH2:1]([C@@H:8]([CH2:26][CH2:27][C@H:28]([CH2:46][C:47]1[CH:52]=[CH:51][CH:50]=[CH:49][CH:48]=1)[C:29]([NH:31][C@H:32]1[CH2:38][CH2:37][S:36][C@H:35]2[CH2:39][CH2:40][CH2:41][C@@H:42]([CH2:43][OH:44])[N:34]2[C:33]1=[O:45])=[O:30])[C:9]([NH:11][C@H:12]1[CH2:18][CH2:17][S:16][C@H:15]2[CH2:19][CH2:20]C[C@@H](CO)[N:14]2[C:13]1=[O:25])=[O:10])[C:2]1[CH:7]=[CH:6][CH:5]=[CH:4][CH:3]=1.[CH3:53]C([O-])(C)C.[K+].IC.[CH2:61]1[CH2:65][O:64][CH2:63][CH2:62]1>>[CH2:46]([C@@H:28]([CH2:27][CH2:26][C@H:8]([CH2:1][C:2]1[CH:7]=[CH:6][CH:5]=[CH:4][CH:3]=1)[C:9]([NH:11][C@H:12]1[CH2:18][CH2:17][S:16][C@H:15]2[CH2:19][CH2:20][CH2:62][C@@H:61]([CH2:65][O:64][CH3:63])[N:14]2[C:13]1=[O:25])=[O:10])[C:29]([NH:31][C@H:32]1[CH2:38][CH2:37][S:36][C@H:35]2[CH2:39][CH2:40][CH2:41][C@@H:42]([CH2:43][O:44][CH3:53])[N:34]2[C:33]1=[O:45])=[O:30])[C:47]1[CH:52]=[CH:51][CH:50]=[CH:49][CH:48]=1 |f:1.2|. Reported procedure: To a round bottom flask at 0° C. was added (2R,5R)-2,5-dibenzyl-N1,N6-bis((4S,7S,10aS)-7-(hydroxymethyl)-5-oxooctahydro-2H-pyrido[2,1-b][1,3]thiazepin-4-yl)hexanediamide (24.4 mg, 0.032 mmol), THF (0.15 mL) and followed by KOtBu (1.0M in THF, 0.0715 mL, 0.071 mmol). The reaction was then warmed to rt and stirred for 15 min. Then, iodomethane (18.5 mg, 0.130 mmol) was added. The reaction was stirred at rt for 4 hr. LC/MS showed a mixture of starting material, mono-ether product and desired di-eth... Yields the product C(C)OC(NC1=C2C(N(C(=NC2=CC=C1)C)C1C(NC(CC1)=O)=O)=O)=O ([3-(2,6-dioxo-piperidin-3-yl)-2-methyl-4-oxo-3,4-dihydro-quinazolin-5-yl]-carbamic acid ethyl ester). Procedure: To a stirred mixture of 3-(5-amino-2-methyl-4-oxo-4H-quinazolin-3-yl)-piperidine-2,6-dione (0.41 g, 1.3 mmol) in tetrahydrofuran (10 mL), was added ethyl chloroformate (0.45 mL, 4.7 mmol) and heated at 80° C. for three hours. The mixture was quenched with a few drops of methanol. The solvent was evaporated, and the residue was purified by flash column chromatography (Silica gel, methanol/methylene chloride 4%/96%) to give [3-(2,6-dioxo-piperidin-3-yl)-2-methyl-4-oxo-3,4-dihydro-quinazolin-5-yl]-... Run in O1CCCC1 (tetrahydrofuran). Reaction SMILES: [NH2:1][C:2]1[CH:11]=[CH:10][CH:9]=[C:8]2[C:3]=1[C:4](=[O:21])[N:5]([CH:13]1[CH2:18][CH2:17][C:16](=[O:19])[NH:15][C:14]1=[O:20])[C:6]([CH3:12])=[N:7]2.Cl[C:23]([O:25][CH2:26][CH3:27])=[O:24]>O1CCCC1>[CH2:26]([O:25][C:23](=[O:24])[NH:1][C:2]1[CH:11]=[CH:10][CH:9]=[C:8]2[C:3]=1[C:4](=[O:21])[N:5]([CH:13]1[CH2:18][CH2:17][C:16](=[O:19])[NH:15][C:14]1=[O:20])[C:6]([CH3:12])=[N:7]2)[CH3:27]. Yield: 27.9%. The reactants are NC1=C2C(N(C(=NC2=CC=C1)C)C1C(NC(CC1)=O)=O)=O (3-(5-amino-2-methyl-4-oxo-4H-quinazolin-3-yl)-piperidine-2,6-dione), ClC(=O)OCC (ethyl chloroformate). Run at temperature 80 celsius.